This data is from the Open Reaction Database (ORD), a public repository of structured organic reaction records. The task is: describe an organic reaction: reactants, conditions, products, and yield RXN SMILES: [CH3:1][c:2]1[c:3](-[c:12]2[cH:13][cH:14][c:15]([C:18]([F:19])([F:20])[F:21])[cH:16][cH:17]2)[c:4]([CH3:11])[cH:5][c:6]([N+:8]([O-:9])=[O:10])[cH:7]1.[CH3:22][CH2:23][OH:24]>>[CH3:1][c:2]1[c:3](-[c:12]2[cH:13][cH:14][c:15]([C:18]([F:19])([F:20])[F:21])[cH:16][cH:17]2)[c:4]([CH3:11])[cH:5][c:6]([NH2:8])[cH:7]1. Yields the product Cc1cc(N)cc(C)c1-c1ccc(C(F)(F)F)cc1. Starting materials: Cc1cc([N+](=O)[O-])cc(C)c1-c1ccc(C(F)(F)F)cc1, CCO. Starting materials: O=C1CCC(=O)N1Br, CC(=O)OCC(=O)C1(O)CCC2C3CCC4=CC(=O)CCC4(C)C3(F)C(Br)CC21C, Cl, O=S=O, c1ccncc1. Product: CC(=O)OCC(=O)C1=CCC2C3CCC4=CC(=O)CCC4(C)C3(F)C(Br)CC12C. RXN SMILES: [Br:31][N:32]1[C:33](=[O:34])[CH2:35][CH2:36][C:37]1=[O:38].[C:1]([CH3:2])(=[O:3])[O:4][CH2:5][C:6]([C:7]1([OH:29])[CH2:8][CH2:9][CH:10]2[CH:11]3[CH2:12][CH2:13][C:14]4=[CH:15][C:16](=[O:28])[CH2:17][CH2:18][C:19]4([CH3:20])[C:21]3([F:27])[CH:22]([Br:26])[CH2:23][C:24]12[CH3:25])=[O:30].[ClH:42].[O:39]=[S:40]=[O:41].[cH:43]1[cH:44][cH:45][n:46][cH:47][cH:48]1>>[C:1]([CH3:2])(=[O:3])[O:4][CH2:5][C:6]([C:7]1=[CH:8][CH2:9][CH:10]2[CH:11]3[CH2:12][CH2:13][C:14]4=[CH:15][C:16](=[O:28])[CH2:17][CH2:18][C:19]4([CH3:20])[C:21]3([F:27])[CH:22]([Br:26])[CH2:23][C:24]12[CH3:25])=[O:30]. Reactants: C(C)(C)(C)OC(NC1CCN(CC1)CCOC1=NC2=C(C=CC=C2N=C1)OC)=O ({1-[2-(8-methoxy-quinoxalin-2-yloxy)-ethyl]-piperidin-4-yl}-carbamic acid tert-butyl ester), O=C1CSC2=C(N1)C=C(C=C2)C(=O)O (3-oxo-3,4-dihydro-2H-benzo[1,4]thiazine-6-carboxylic acid). The product is COC=1C=CC=C2N=CC(=NC12)OCCN1CCC(CC1)NC(=O)C=1C=CC2=C(NC(CS2)=O)C1 (3-oxo-3,4-dihydro-2H-benzo[1,4]thiazine-6-carboxylic acid {1-[2-(8-methoxy-quinoxalin-2-yloxy)-ethyl]-piperidin-4-yl}-amide). Reaction SMILES: C(O[C:6](=[O:29])[NH:7][CH:8]1[CH2:13][CH2:12][N:11]([CH2:14][CH2:15][O:16][C:17]2[CH:26]=[N:25][C:24]3[C:19](=[C:20]([O:27][CH3:28])[CH:21]=[CH:22][CH:23]=3)[N:18]=2)[CH2:10][CH2:9]1)(C)(C)C.[O:30]=[C:31]1[NH:36][C:35]2[CH:37]=[C:38](C(O)=O)[CH:39]=[CH:40][C:34]=2[S:33][CH2:32]1>>[CH3:28][O:27][C:20]1[CH:21]=[CH:22][CH:23]=[C:24]2[C:19]=1[N:18]=[C:17]([O:16][CH2:15][CH2:14][N:11]1[CH2:12][CH2:13][CH:8]([NH:7][C:6]([C:38]3[CH:39]=[CH:40][C:34]4[S:33][CH2:32][C:31](=[O:30])[NH:36][C:35]=4[CH:37]=3)=[O:29])[CH2:9][CH2:10]1)[CH:26]=[N:25]2. Procedure details: The title compound is prepared as an off-white lyophilizated powder following Scheme 1 and in analogy to Example 1 using {1-[2-(8-methoxy-quinoxalin-2-yloxy)-ethyl]-piperidin-4-yl}-carbamic acid tert-butyl ester and 3-oxo-3,4-dihydro-2H-benzo[1,4]thiazine-6-carboxylic acid as starting materials. Reactants: CCOC(=O)C(=O)OCC, CC(=O)C1CCCCC1, CCOCC, [H-], [Na+], CN(C)C=O. Yields the product CCOC(=O)C(O)=CC(=O)C1CCCCC1. As a reaction SMILES: [C:12]([C:13](=[O:14])[O:15][CH2:16][CH3:17])(=[O:18])[O:19][CH2:20][CH3:21].[CH3:1][C:2](=[O:3])[CH:4]1[CH2:5][CH2:6][CH2:7][CH2:8][CH2:9]1.[CH3:22][CH2:23][O:24][CH2:25][CH3:26].[H-:11].[Na+:10].[O:27]=[CH:28][N:29]([CH3:30])[CH3:31]>>[CH:1]([C:2](=[O:3])[CH:4]1[CH2:5][CH2:6][CH2:7][CH2:8][CH2:9]1)=[C:12]([C:13](=[O:14])[O:15][CH2:16][CH3:17])[OH:18]. Reactants: CC(Cl)c1cccnc1, CC(C)C[C@@H](C(=O)O)N1C(=O)c2ccccc2C1=O. Reagents/catalysts: O=C([O-])[O-].[Cs+].[Cs+] (cesium carbonate), [I-].[K+] (potassium iodide). Run in CN(C)C=O (DMF), CN(C)C=O (dmf), CN(C)C=O (DMF). Conditions: temperature 70 celsius, time 16 hour. Yields the product CC(C)C[C@@H](C(=O)OC(C)c1cccnc1)N1C(=O)c2ccccc2C1=O. Reactants: FC1=C(C=CC(=C1)C1OC(C(O1)(C)C)(C)C)C1=CC=2OCCNC2N=C1 (7-(2-fluoro-4-(4,4,5,5-tetramethyl-1,3-dioxolan-2-yl)phenyl)-3,4-dihydro-2H-pyrido[3,2-b][1,4]oxazine), BrC1=C(C=CC=C1)S(=O)(=O)N1CCCCC1 (1-((2-bromophenyl)sulfonyl)piperidine). Product: FC=1C=C(C=CC1C1=CC=2OCCNC2N=C1)C1=C(C=CC=C1)S(=O)(=O)N1CCCCC1 (7-[3-Fluoro-2′-(piperidin-1-ylsulfonyl)biphenyl-4-yl]-3,4-dihydro-2H-pyrido[3,2-b][1,4]oxazine). RXN SMILES: [F:1][C:2]1[CH:7]=[C:6]([CH:8]2OC(C)(C)C(C)(C)O2)[CH:5]=[CH:4][C:3]=1[C:17]1[CH:26]=[N:25][C:24]2[NH:23][CH2:22][CH2:21][O:20][C:19]=2[CH:18]=1.Br[C:28]1[CH:33]=[CH:32][CH:31]=C[C:29]=1[S:34]([N:37]1[CH2:42][CH2:41][CH2:40][CH2:39][CH2:38]1)(=[O:36])=[O:35]>>[F:1][C:2]1[CH:7]=[C:6]([C:8]2[CH:31]=[CH:32][CH:33]=[CH:28][C:29]=2[S:34]([N:37]2[CH2:42][CH2:41][CH2:40][CH2:39][CH2:38]2)(=[O:36])=[O:35])[CH:5]=[CH:4][C:3]=1[C:17]1[CH:26]=[N:25][C:24]2[NH:23][CH2:22][CH2:21][O:20][C:19]=2[CH:18]=1. Procedure details: The title compound was prepared in a manner similar to that described in Example 444 using 7-(2-fluoro-4-(4,4,5,5-tetramethyl-1,3-dioxolan-2-yl)phenyl)-3,4-dihydro-2H-pyrido[3,2-b][1,4]oxazine and 1-((2-bromophenyl)sulfonyl)piperidine. MS (ESI): mass calcd. for C24H24FN3O3S, 453.15; m/z found, 454.2 [M+H]+. 1H NMR (400 MHz, CD3OD) δ 8.07-8.03 (m, 1H), 7.82 (d, J=1.0, 1H), 7.73-7.67 (m, 2H), 7.65-7.55 (m, 2H), 7.42-7.39 (m, 1H), 7.36-7.30 (m, 2H), 4.41-4.32 (m, 2H), 3.74-3.71 (m, 2H), 2.91-2.79 (... The reactants are COC(=O)c1cc(CCc2cc(OC)ccc2OC)ccc1N, CI, CN(C)C=O, [H-], [Na+]. Yields the product CNc1ccc(CCc2cc(OC)ccc2OC)cc1C(=O)OC. Reaction SMILES: [CH3:1][O:2][C:3]([c:4]1[c:5]([NH2:22])[cH:6][cH:7][c:8]([CH2:10][CH2:11][c:12]2[c:13]([O:20][CH3:21])[cH:14][cH:15][c:16]([O:18][CH3:19])[cH:17]2)[cH:9]1)=[O:23].[CH3:26][I:27].[CH3:28][N:29]([CH3:30])[CH:31]=[O:32].[H-:24].[Na+:25]>>[CH3:1][O:2][C:3]([c:4]1[c:5]([NH:22][CH3:26])[cH:6][cH:7][c:8]([CH2:10][CH2:11][c:12]2[c:13]([O:20][CH3:21])[cH:14][cH:15][c:16]([O:18][CH3:19])[cH:17]2)[cH:9]1)=[O:23]. Starting materials: COC(C1=CN=C(C=C1)OCC=1C(=NOC1C)C1=CC=C(C=C1)F)=O (6-[3-(4-fluoro-phenyl)-5-methyl-isoxazol-4-ylmethoxy]-nicotinic acid methyl ester), O.[OH-].[Li+] (lithium hydroxide monohydrate). The reagents and catalysts are CO (methanol), Cl (HCl). Run in C1CCOC1 (THF), O (water), CO (methanol). Run at time 8 hour. Yields the product FC1=CC=C(C=C1)C1=NOC(=C1COC1=NC=C(C(=O)O)C=C1)C (6-[3-(4-Fluoro-phenyl)-5-methyl-isoxazol-4-ylmethoxy]-nicotinic acid). Isolated yield 79.8%. Reaction SMILES: C[O:2][C:3](=[O:25])[C:4]1[CH:9]=[CH:8][C:7]([O:10][CH2:11][C:12]2[C:13]([C:18]3[CH:23]=[CH:22][C:21]([F:24])=[CH:20][CH:19]=3)=[N:14][O:15][C:16]=2[CH3:17])=[N:6][CH:5]=1.O.[OH-].[Li+]>C1COCC1.O.CO.Cl>[F:24][C:21]1[CH:20]=[CH:19][C:18]([C:13]2[C:12]([CH2:11][O:10][C:7]3[CH:8]=[CH:9][C:4]([C:3]([OH:25])=[O:2])=[CH:5][N:6]=3)=[C:16]([CH3:17])[O:15][N:14]=2)=[CH:23][CH:22]=1 |f:1.2.3|. Procedure details: To a solution of 6-[3-(4-fluoro-phenyl)-5-methyl-isoxazol-4-ylmethoxy]-nicotinic acid methyl ester (1.4 g, 4.2 mmol) (538 mg, 1.1 mmol) in THF (5 mL) was added a solution of lithium hydroxide monohydrate (94 mg, 2.2 mmol) in water (5 mL) and methanol (1 mL) added and the resulting mixture stirred at room temperature overnight. The mixture was acidified to pH 4 with HCl (25%, 3 drops) and methanol (2 drops) added. A gum began to form and the mixture was cooled at 0° C. for 1.5 h and then the aque...